Dataset: the Open Reaction Database (ORD), a public repository of structured organic reaction records. Task: describe an organic reaction: reactants, conditions, products, and yield Starting materials: C(C=CC)N1C(=C(C=2C1=C(N=NC2)Cl)C)C (1-(2-butenyl)-7-chloro-2,3-dimethylpyrrolo[2,3-d]pyridazine), N1=CC(=CC=C1)CO (3-pyridinemethanol). The product is C(C=CC)N1C(=C(C=2C1=C(N=NC2)OCC=2C=NC=CC2)C)C (1-(2-Butenyl)-2,3-dimethyl-7-(3-pyridylmethyloxy)pyrrolo[2,3-d]pyridazine). Isolated yield 45.9%. Reaction SMILES: [CH2:1]([N:5]1[C:9]2=[C:10](Cl)[N:11]=[N:12][CH:13]=[C:8]2[C:7]([CH3:15])=[C:6]1[CH3:16])[CH:2]=[CH:3][CH3:4].[N:17]1[CH:22]=[CH:21][CH:20]=[C:19]([CH2:23][OH:24])[CH:18]=1>>[CH2:1]([N:5]1[C:9]2=[C:10]([O:24][CH2:23][C:19]3[CH:18]=[N:17][CH:22]=[CH:21][CH:20]=3)[N:11]=[N:12][CH:13]=[C:8]2[C:7]([CH3:15])=[C:6]1[CH3:16])[CH:2]=[CH:3][CH3:4]. Reported procedure: The title compound (cis/trans=22/78) was prepared as a pale yellow powder in 45.9% yield in a similar procedure to that described in Example 1 by using 1-(2-butenyl)-7-chloro-2,3-dimethylpyrrolo[2,3-d]pyridazine (cis/trans=20/80) and 3-pyridinemethanol. The reactants are CC1(SC(C1=O)(C)C)C (2,2,4,4-tetramethylthietan-3-one), oxime, C(C)(=O)[O-].[Na+] (sodium acetate), amine, oxime, oxime, Cl.NO (hydroxylamine hydrochloride), [H-].[H-].[H-].[H-].[Li+].[Al+3] (LiAlH4). Run in C1CCOC1 (THF), C1CCOC1 (THF). Product: CC1(SC(C1N)(C)C)C (2,2,4,4-Tetramethylthietan-3-yl amine). Reaction SMILES: [CH3:1][C:2]1([CH3:9])[C:5](=O)[C:4]([CH3:8])([CH3:7])[S:3]1.Cl.[NH2:11]O.C([O-])(=O)C.[Na+].[H-].[H-].[H-].[H-].[Li+].[Al+3]>C1COCC1>[CH3:1][C:2]1([CH3:9])[CH:5]([NH2:11])[C:4]([CH3:8])([CH3:7])[S:3]1 |f:1.2,3.4,5.6.7.8.9.10|. Procedure: The 2,2,4,4-tetramethylthietan-3-one of Example 9, Step 1a, was converted to the corresponding oxime using hydroxylamine hydrochloride and sodium acetate by the procedure described in Example 12B of U.S. Pat. No. 4,411,925. The oxime (12.0 g., 0.045 moles) in 50 ml. of THF was added dropwise to a stirred suspension of LiAlH4 (6 g., 0.15 moles) in 50 ml. of THF at 0° C. After addition of the oxime was completed, the reaction mixture was allowed to warm to room temperature and was then refluxed fo... The reactants are ClC1=CC2=C(C(=N1)C=1C=NC=C(C1)Cl)N(C(=N2)C(=O)C2=NC=CC=C2F)C[C@@H]2CC[C@H](CC2)C ({6-chloro-4-(5-chloropyridin-3-yl)-3-[(trans-4-methylcyclohexyl)methyl]-3H-imidazo[4,5-c]pyridin-2-yl}(3-fluoropyridin-2-yl)methanone), C[Mg]Br (methyl magnesium bromide). The solvent is C1CCOC1 (THF). Conditions: time 2 hour. Product: ClC1=CC2=C(C(=N1)C=1C=NC=C(C1)Cl)N(C(=N2)C(C)(O)C2=NC=CC=C2F)C[C@@H]2CC[C@H](CC2)C ((1RS)-1-{6-chloro-4-(5-chloropyridin-3-yl)-3-[(trans-4-methylcyclohexyl)methyl]-3H-imidazo[4,5-c]pyridin-2-yl}-1-(3-fluoropyridin-2-yl)ethanol). RXN SMILES: [Cl:1][C:2]1[N:7]=[C:6]([C:8]2[CH:9]=[N:10][CH:11]=[C:12]([Cl:14])[CH:13]=2)[C:5]2[N:15]([CH2:27][C@H:28]3[CH2:33][CH2:32][C@H:31]([CH3:34])[CH2:30][CH2:29]3)[C:16]([C:18]([C:20]3[C:25]([F:26])=[CH:24][CH:23]=[CH:22][N:21]=3)=[O:19])=[N:17][C:4]=2[CH:3]=1.[CH3:35][Mg]Br>C1COCC1>[Cl:1][C:2]1[N:7]=[C:6]([C:8]2[CH:9]=[N:10][CH:11]=[C:12]([Cl:14])[CH:13]=2)[C:5]2[N:15]([CH2:27][C@H:28]3[CH2:33][CH2:32][C@H:31]([CH3:34])[CH2:30][CH2:29]3)[C:16]([C:18]([C:20]3[C:25]([F:26])=[CH:24][CH:23]=[CH:22][N:21]=3)([OH:19])[CH3:35])=[N:17][C:4]=2[CH:3]=1. Procedure details: To a stirred solution of {6-chloro-4-(5-chloropyridin-3-yl)-3-[(trans-4-methylcyclohexyl)methyl]-3H-imidazo[4,5-c]pyridin-2-yl}(3-fluoropyridin-2-yl)methanone (618 mg, 1.24 mmol) in THF (10 mL) was added methyl magnesium bromide (3 M in diethyl ether, 0.82 mL, 2.46 mmol) at −78° C., and the reaction mixture was stirred for 2 hours. The reaction mixture was quenched with aqueous saturated NH4Cl solution (40 mL) and extracted with ethyl acetate (2×35 mL). The combined organic extracts were washed ...